This data is from the Open Reaction Database (ORD), a public repository of structured organic reaction records. The task is: describe an organic reaction: reactants, conditions, products, and yield Reactants: Cl.CN(C1=CC=C(C=C1)C(CCCN1CCC(CC1)C(C1=CC=CC=C1)(C1=CC=CC=C1)O)=O)C (4'-dimethylamino-4-[4-(α-hydroxy-α-phenylbenzyl)piperidino]butyrophenone hydrochloride), Cl (HCl). Solvent: C(C)O (ethanol). The product is CN(C1=CC=C(C=C1)C(CCCN1CCC(CC1)=C(C1=CC=CC=C1)C1=CC=CC=C1)=O)C (4'-Dimethylamino-4-[4-(diphenylmethylene)piperidino]butyrophenone). As a reaction SMILES: Cl.[CH3:2][N:3]([CH3:35])[C:4]1[CH:9]=[CH:8][C:7]([C:10](=[O:34])[CH2:11][CH2:12][CH2:13][N:14]2[CH2:19][CH2:18][CH:17]([C:20](O)([C:27]3[CH:32]=[CH:31][CH:30]=[CH:29][CH:28]=3)[C:21]3[CH:26]=[CH:25][CH:24]=[CH:23][CH:22]=3)[CH2:16][CH2:15]2)=[CH:6][CH:5]=1.Cl>C(O)C>[CH3:35][N:3]([CH3:2])[C:4]1[CH:9]=[CH:8][C:7]([C:10](=[O:34])[CH2:11][CH2:12][CH2:13][N:14]2[CH2:19][CH2:18][C:17](=[C:20]([C:27]3[CH:28]=[CH:29][CH:30]=[CH:31][CH:32]=3)[C:21]3[CH:22]=[CH:23][CH:24]=[CH:25][CH:26]=3)[CH2:16][CH2:15]2)=[CH:6][CH:5]=1 |f:0.1|. Procedure details: A mixture of 3 g (0.0065 mole) of 4'-dimethylamino-4-[4-(α-hydroxy-α-phenylbenzyl)piperidino]butyrophenone hydrochloride, 150 ml of ethanol and 150 ml of 37% HCl was heated on a steam bath about 4 hours. The solvent and excess acid were removed. The remaining solid was recrystallized from methanol-butanone, converted to the free base, and recrystallized for benzene-hexane to give the desired product, M.P. 110°-112° C. Reactants: ClC1=C(C=C(C=C1)C=1C(CC(NN1)=O)CO)[N+](=O)[O-] (6-(4-chloro-3-nitro-phenyl)-4,5-dihydro-5-hydroxymethyl-3(2H)-pyridazinone), NCCCN (1,3-diaminopropane). The product is NCCCNC1=C(C=C(C=C1)C=1C(CC(NN1)=O)CO)[N+](=O)[O-] (6-[4-[(3-aminopropyl)amino]-3-nitro-phenyl]-4,5-dihydro-5-hydroxymethyl-3(2H)-pyridazinone). Reported procedure: 14.0 g (50 mmol) of 6-(4-chloro-3-nitro-phenyl)-4,5-dihydro-5-hydroxymethyl-3(2H)-pyridazinone are heated to 60° C. together with 50 ml of 1,3-diaminopropane in 40 ml of dioxane for 8 hours. Solvent: O1CCOCC1 (dioxane). Reaction SMILES: Cl[C:2]1[CH:7]=[CH:6][C:5]([C:8]2[CH:9]([CH2:15][OH:16])[CH2:10][C:11](=[O:14])[NH:12][N:13]=2)=[CH:4][C:3]=1[N+:17]([O-:19])=[O:18].[NH2:20][CH2:21][CH2:22][CH2:23][NH2:24]>O1CCOCC1>[NH2:20][CH2:21][CH2:22][CH2:23][NH:24][C:2]1[CH:7]=[CH:6][C:5]([C:8]2[CH:9]([CH2:15][OH:16])[CH2:10][C:11](=[O:14])[NH:12][N:13]=2)=[CH:4][C:3]=1[N+:17]([O-:19])=[O:18]. Starting materials: tert.-butyl ester, C(=O)(C(F)(F)F)O (TFA), C(#N)C=1N=CC2=C(N1)N(C(=C2)CN2C(N(C1(C2=O)CCN(CC1)C(=O)O)C)=O)CC(C)(C)C (3-[2-cyano-7-(2,2-dimethyl-propyl)-7H-pyrrolo[2,3-d]pyrimidin-6-ylmethyl]-1-methyl-2,4-dioxo-1,3,8-triaza-spiro[4.5]decane-8-carboxylic acid), C(=O)(O)[O-].[Na+] (NaHCO3). The solvent is C(Cl)Cl (CH2Cl2). Reaction conditions: time 1 hour. Yields the product CC(CN1C(=CC2=C1N=C(N=C2)C#N)CN2C(N(C1(C2=O)CCNCC1)C)=O)(C)C (7-(2,2-dimethyl-propyl)-6-(1-methyl-2,4-dioxo-1,3,8-triaza-spiro[4.5]dec-3-ylmethyl)-7H-pyrrolo[2,3-d]pyrimidine-2-carbonitrile). As a reaction SMILES: [C:1]([C:3]1[N:4]=[CH:5][C:6]2[CH:11]=[C:10]([CH2:12][N:13]3[C:17](=[O:18])[C:16]4([CH2:23][CH2:22][N:21](C(O)=O)[CH2:20][CH2:19]4)[N:15]([CH3:27])[C:14]3=[O:28])[N:9]([CH2:29][C:30]([CH3:33])([CH3:32])[CH3:31])[C:7]=2[N:8]=1)#[N:2].C(O)(C(F)(F)F)=O.C([O-])(O)=O.[Na+]>C(Cl)Cl>[CH3:31][C:30]([CH3:33])([CH3:32])[CH2:29][N:9]1[C:7]2[N:8]=[C:3]([C:1]#[N:2])[N:4]=[CH:5][C:6]=2[CH:11]=[C:10]1[CH2:12][N:13]1[C:17](=[O:18])[C:16]2([CH2:19][CH2:20][NH:21][CH2:22][CH2:23]2)[N:15]([CH3:27])[C:14]1=[O:28] |f:2.3|. Procedure details: To a solution of 7.62 g (0.015 moles) of 3-[2-cyano-7-(2,2-dimethyl-propyl)-7H-pyrrolo[2,3-d]pyrimidin-6-ylmethyl]-1-methyl-2,4-dioxo-1,3,8-triaza-spiro[4.5]decane-8-carboxylic acid .tert.-butyl ester in 30 ml of CH2Cl2, 30 ml (389 mmoles) of TFA is added at 0° C. After bing stirred for 1 hour at ambient temperature, sat. NaHCO3 is added at 0° C. to the reaction mixture and the mixture is extracted with CH2Cl2. The combined extracts are dried over MgSO4 and concentrated under reduced pressure to... The reactants are C1(=CC=CC=C1)C1(CCN(CC1)CC1=CC=CC=C1)O (4-phenyl-1-phenylmethyl-4-piperidinol), [H-].[Na+] (sodium hydride), O (water), ClC1=NC=CN=C1 (chloropyrazine). Procedure: A solution of 4-phenyl-1-phenylmethyl-4-piperidinol (5.35 g, 20 mM) in DMSO (50 ml) was treated with sodium hydride (960 mg of a 50% dispersion, 20 mM) followed by chloropyrazine (2.29 g, 20 mM); the reaction was stirred for 24 hours and then poured on to water (200 ml). The aqueous layer was extracted with ether (3×100 ml), the combined organic phases washed with water (100 ml) and dried. Removal of the solvents under reduced pressure followed by recrystallisation gave the title compound (1.3 g... The yield is 18.8%. Reaction conditions: time 24 hour. The product is C1(=CC=CC=C1)C1(CCN(CC1)CC1=CC=CC=C1)OC1=NC=CN=C1 (2-(4-Phenyl-1-benzyl-4-piperidyloxy)pyrazine). As a reaction SMILES: [C:1]1([C:7]2([OH:20])[CH2:12][CH2:11][N:10]([CH2:13][C:14]3[CH:19]=[CH:18][CH:17]=[CH:16][CH:15]=3)[CH2:9][CH2:8]2)[CH:6]=[CH:5][CH:4]=[CH:3][CH:2]=1.[H-].[Na+].Cl[C:24]1[CH:29]=[N:28][CH:27]=[CH:26][N:25]=1.O>CS(C)=O>[C:1]1([C:7]2([O:20][C:24]3[CH:29]=[N:28][CH:27]=[CH:26][N:25]=3)[CH2:12][CH2:11][N:10]([CH2:13][C:14]3[CH:19]=[CH:18][CH:17]=[CH:16][CH:15]=3)[CH2:9][CH2:8]2)[CH:2]=[CH:3][CH:4]=[CH:5][CH:6]=1 |f:1.2|. The solvent is CS(=O)C (DMSO). The reactants are FC1=C(C(=CC=C1N)F)NC1=NC=CC=C1C1=C2N=CN(C2=NC=N1)C1OCCCC1 (2,6-difluoro-N1-(3-(9-(tetrahydro-2H-pyran-2-yl)-9H-purin-6-yl)pyridin-2-yl)benzene-1,3-diamine), target compound, C1(CC1)S(=O)(=O)Cl (cyclopropansulfonyl chloride), N1=CC=CC=C1 (pyridine). Solvent: ClCCl (dichloromethane). Reaction conditions: temperature 50 celsius, time 2 hour. Yields the product FC1=C(C=CC(=C1NC1=NC=CC=C1C1=C2N=CN(C2=NC=N1)C1OCCCC1)F)NS(=O)(=O)C1CC1 (N-(2,4-difluoro-3-(3-(9-(tetrahydro-2H-pyran-2-yl)9H-purin-6-yl)pyridin-2-ylamino)phenyl)cyclopropansulfonamide). The yield is 96.0%. RXN SMILES: [F:1][C:2]1[C:7]([NH2:8])=[CH:6][CH:5]=[C:4]([F:9])[C:3]=1[NH:10][C:11]1[C:16]([C:17]2[N:25]=[CH:24][N:23]=[C:22]3[C:18]=2[N:19]=[CH:20][N:21]3[CH:26]2[CH2:31][CH2:30][CH2:29][CH2:28][O:27]2)=[CH:15][CH:14]=[CH:13][N:12]=1.[CH:32]1([S:35](Cl)(=[O:37])=[O:36])[CH2:34][CH2:33]1.N1C=CC=CC=1>ClCCl>[F:1][C:2]1[C:3]([NH:10][C:11]2[C:16]([C:17]3[N:25]=[CH:24][N:23]=[C:22]4[C:18]=3[N:19]=[CH:20][N:21]4[CH:26]3[CH2:31][CH2:30][CH2:29][CH2:28][O:27]3)=[CH:15][CH:14]=[CH:13][N:12]=2)=[C:4]([F:9])[CH:5]=[CH:6][C:7]=1[NH:8][S:35]([CH:32]1[CH2:34][CH2:33]1)(=[O:37])=[O:36]. Procedure: The 2,6-difluoro-N1-(3-(9-(tetrahydro-2H-pyran-2-yl)-9H-purin-6-yl)pyridin-2-yl)benzene-1,3-diamine (20 mg, 0.047 mmol) prepared at Step 9 was added and dissolved into dichloromethane solvent. cyclopropansulfonyl chloride (10 mg, 0.052 mmol) and pyridine (8 uL, 0.094 mmol) were added into the reaction solution and stirred at 50° C. for 2 hours. After the reaction, the reactant was washed with 1N aqueous hydrochloric acid solution and salt water. After extraction with dichloromethane, the organic...